From a dataset of the Open Reaction Database (ORD), a public repository of structured organic reaction records. describe an organic reaction: reactants, conditions, products, and yield Reactants: N(=NC(=O)OC(C)C)C(=O)OC(C)C (diisopropyl azodicarboxylate), ClC(=CCOCCCO)Cl (3-(3,3-dichloro-2-propenyloxy)propanol), ClC1=C(C(=CC(=C1)OCC=C(Cl)Cl)Cl)O (2,6-dichloro-4-(3,3-dichloro-2-propenyloxy)phenol), C1(=CC=CC=C1)P(C1=CC=CC=C1)C1=CC=CC=C1 (triphenylphosphine). Solvent: O1CCCC1 (tetrahydrofuran). Product: ClC=1C=C(C=C(C1OCCCOCC=C(Cl)Cl)Cl)OCC=C(Cl)Cl (3,5-dichloro-1-(3,3-dichloro-2-propenyloxy)-4-(3-(3,3-dichloro-2-propenyloxy)propyloxy)benzene). Isolated yield 4.7%. As a reaction SMILES: [Cl:1][C:2]([Cl:10])=[CH:3][CH2:4][O:5][CH2:6][CH2:7][CH2:8][OH:9].[Cl:11][C:12]1[CH:17]=[C:16]([O:18][CH2:19][CH:20]=[C:21]([Cl:23])[Cl:22])[CH:15]=[C:14]([Cl:24])[C:13]=1O.C1(P(C2C=CC=CC=2)C2C=CC=CC=2)C=CC=CC=1.N(C(OC(C)C)=O)=NC(OC(C)C)=O>O1CCCC1>[Cl:11][C:12]1[CH:17]=[C:16]([O:18][CH2:19][CH:20]=[C:21]([Cl:23])[Cl:22])[CH:15]=[C:14]([Cl:24])[C:13]=1[O:9][CH2:8][CH2:7][CH2:6][O:5][CH2:4][CH:3]=[C:2]([Cl:10])[Cl:1]. Reported procedure: To a mixture of 1.30 g of 3-(3,3-dichloro-2-propenyloxy)propanol, 2.02 g of 2,6-dichloro-4-(3,3-dichloro-2-propenyloxy)phenol, 1.89 g of triphenylphosphine and 20 ml of tetrahydrofuran was slowly added dropwise 1.42 g of diisopropyl azodicarboxylate with stirring under ice cooling. After stirring at room temperature for 24 hours, the reaction mixture was concentrated. The residue was subjected to silica gel chromatography, which afforded 0.15 g of 3,5-dichloro-1-(3,3-dichloro-2-propenyloxy)-4-(3... Starting materials: O=C1CCC(=O)N1I, CN(C)C=O, O, Nc1nccc2cc(-c3cnc4cnccn34)oc12. Product: Nc1ncc(I)c2cc(-c3cnc4cnccn34)oc12. As a reaction SMILES: [O:20]=[C:21]1[N:22]([I:27])[C:23](=[O:24])[CH2:25][CH2:26]1.[O:29]=[CH:30][N:31]([CH3:32])[CH3:33].[OH2:28].[n:1]1[cH:2][c:3](-[c:10]2[cH:11][c:12]3[c:13]([c:14]([NH2:18])[n:15][cH:16][cH:17]3)[o:19]2)[n:4]2[c:5]1[cH:6][n:7][cH:8][cH:9]2>>[n:1]1[cH:2][c:3](-[c:10]2[cH:11][c:12]3[c:13]([c:14]([NH2:18])[n:15][cH:16][c:17]3[I:27])[o:19]2)[n:4]2[c:5]1[cH:6][n:7][cH:8][cH:9]2. Reactants: N1=C2N(CCC1=O)C=CC=C2 (3,4-Dihydropyrido-(1,2-a)-pyrimidin-2-one), OP(=O)(O)O (H3PO4), P(Cl)(Cl)Cl (PCl3). Solvent: Cl (HCl). Reaction conditions: temperature 100 celsius, time 8 hour. Product: N1=C2N(CCC1(P(O)(=O)O)P(O)(=O)O)C=CC=C2 (3,4-Dihydro-2H-pyrido-(1,2-a)-pyrimidine-2,2-diphosphonic acid). Reaction SMILES: [N:1]1[C:6](=O)[CH2:5][CH2:4][N:3]2[CH:8]=[CH:9][CH:10]=[CH:11][C:2]=12.O[P:13]([OH:16])([OH:15])=[O:14].P(Cl)(Cl)Cl>Cl>[N:1]1[C:6]([P:13]([OH:16])(=[O:14])[OH:15])([P:13]([OH:16])(=[O:14])[OH:15])[CH2:5][CH2:4][N:3]2[CH:8]=[CH:9][CH:10]=[CH:11][C:2]=12. Procedure: 5 g 3,4-Dihydropyrido-(1,2-a)-pyrimidin-2-one (Fluka) were melted at 80° C. with 5.5 g H3PO4 and mixed, while stirring, with 5.9 ml PCl3. After 20 hours at the given temperature, it was mixed with 70 ml 2N HCl, stirred for 8 hours at 100° C. and, after cooling, filtered off from the undissolved part. The filtrate was evaporated on a rotary evaporator and purified by ion exchanger chromatography on Amberlite IR 120 (H+ form) with water as eluent. The fractions obtained after electrophoresis were ...